Dataset: the Open Reaction Database (ORD), a public repository of structured organic reaction records. Task: describe an organic reaction: reactants, conditions, products, and yield Starting materials: CCc1cc(NC(=O)c2cccnc2)ccc1C(=O)O, CO, [Na+], [OH-]. Product: O=C(O)c1ccc(NC(=O)c2cccnc2)cc1. Reaction SMILES: [CH2:1]([CH3:2])[c:3]1[c:4]([C:5](=[O:6])[OH:7])[cH:8][cH:9][c:10]([NH:12][C:13](=[O:14])[c:15]2[cH:16][n:17][cH:18][cH:19][cH:20]2)[cH:11]1.[CH3:23][OH:24].[Na+:22].[OH-:21]>>[cH:3]1[c:4]([C:5](=[O:6])[OH:7])[cH:8][cH:9][c:10]([NH:12][C:13](=[O:14])[c:15]2[cH:16][n:17][cH:18][cH:19][cH:20]2)[cH:11]1.